The task is: describe an organic reaction: reactants, conditions, products, and yield. This data is from the Open Reaction Database (ORD), a public repository of structured organic reaction records. Reactants: O.O.O.O.O.O.O.O.O.O.O.O.O.O.O.O.O.O.S(=O)(=O)([O-])[O-].[Al+3].S(=O)(=O)([O-])[O-].S(=O)(=O)([O-])[O-].[Al+3] (aluminum sulfate octadecahydrate), CP([O-])(=O)CCC.[Na+] (sodium methyl-n-propylphosphinate). Run in O (water), O (water). Yields the product CP([O-])(=O)CCC.[Al+3].CP([O-])(=O)CCC.CP([O-])(=O)CCC (aluminum methyl-n-propylphosphinate). Yield: 99.0%. RXN SMILES: [CH3:1][P:2]([CH2:5][CH2:6][CH3:7])(=[O:4])[O-:3].[Na+].O.O.O.O.O.O.O.O.O.O.O.O.O.O.O.O.O.O.S([O-])([O-])(=O)=O.[Al+3:32].S([O-])([O-])(=O)=O.S([O-])([O-])(=O)=O.[Al+3]>O>[CH3:1][P:2]([CH2:5][CH2:6][CH3:7])(=[O:3])[O-:4].[Al+3:32].[CH3:1][P:2]([CH2:5][CH2:6][CH3:7])(=[O:3])[O-:4].[CH3:1][P:2]([CH2:5][CH2:6][CH3:7])(=[O:3])[O-:4] |f:0.1,2.3.4.5.6.7.8.9.10.11.12.13.14.15.16.17.18.19.20.21.22.23.24,26.27.28.29|. Procedure details: The resultant yellow solution of sodium methyl-n-propylphosphinate is mixed with a further 1050 ml of water. 288.6 g (0.43 mol) of aluminum sulfate octadecahydrate in 300 ml of water are added dropwise at 23° C. within a period of 2 hours, with stirring, and the product precipitates immediately. The resultant solution is filtered, and the residue is washed a number of times with water. Drying under reduced pressure at 150° C. gives 330.0 g of aluminum methyl-n-propylphosphinate (99% of theory) a... The reactants are O=C(CCCCC(=O)O)C[C@H]1[C@H](C[C@H]([C@@H]1\C=C\[C@H](C(CC#CC)C)OC1OCCCC1)OC1OCCCC1)O ((13E)-(9S,11R,15S,16RS)-6-oxo-9-hydroxy-11,15-bis-(tetrahydropyran-2-yloxy)-16-methyl-18,18,19,19-tetradehydro-13-prostenoic acid), ice water, C(C)(C)O (isopropanol). The solvent is CC(=O)C (dimethylketone). Reaction conditions: time 1.5 hour. The product is initial material, O=C(CCCCC(=O)O)C[C@H]1C(C[C@H]([C@@H]1\C=C\[C@H](C(CC#CC)C)OC1OCCCC1)OC1OCCCC1)=O ((13E)-(11R,15S,16RS)-6,9-Di-oxo-11,15-bis-(tetrahydropyran-2-yloxy)-16-methyl-18,18,19,19-tetradehydro-13-prostenoic acid). Isolated yield 40.6%. Reaction SMILES: [O:1]=[C:2]([CH2:10][C@@H:11]1[C@@H:15](/[CH:16]=[CH:17]/[C@@H:18]([O:25][CH:26]2[CH2:31][CH2:30][CH2:29][CH2:28][O:27]2)[CH:19]([CH3:24])[CH2:20][C:21]#[C:22][CH3:23])[C@H:14]([O:32][CH:33]2[CH2:38][CH2:37][CH2:36][CH2:35][O:34]2)[CH2:13][C@@H:12]1[OH:39])[CH2:3][CH2:4][CH2:5][CH2:6][C:7]([OH:9])=[O:8].C(O)(C)C>CC(C)=O>[O:1]=[C:2]([CH2:10][C@@H:11]1[C@@H:15](/[CH:16]=[CH:17]/[C@@H:18]([O:25][CH:26]2[CH2:31][CH2:30][CH2:29][CH2:28][O:27]2)[CH:19]([CH3:24])[CH2:20][C:21]#[C:22][CH3:23])[C@H:14]([O:32][CH:33]2[CH2:38][CH2:37][CH2:36][CH2:35][O:34]2)[CH2:13][C:12]1=[O:39])[CH2:3][CH2:4][CH2:5][CH2:6][C:7]([OH:9])=[O:8]. Procedure: The solution of 396 mg of (13E)-(9S,11R,15S,16RS)-6-oxo-9-hydroxy-11,15-bis-(tetrahydropyran-2-yloxy)-16-methyl-18,18,19,19-tetradehydro-13-prostenoic acid in 8 ml of absolute dimethylketone was cooled, with exclusion of moisture, to -30° C., was mixed with 270 microliters of Jones solution and stirred for 1.5 h at -30° C. to -20° C. After addition of 2 ml of isopropanol, it was poured onto 50 ml of ice water, extracted several times with a total of 100 ml of diethyl ether, washed neutral with s... Reactants: CC(C)([O-])C.[K+] (Potassium tert-butoxide), C(C)(=O)N1C(C=2NC3=CC=C(C=C3C2CC1)OC)(C)C (2-acetyl-1,1-dimethyl-6-methoxy-1,2,3,4-tetrahydro-β-carboline), C(C)(=O)OCC.CO (ethyl acetate methanol). Solvent: CN(C)C=O (DMF). Conditions: time 8 hour. Yields the product C(C)(=O)N1C(C=2NC=3C=CC(=CC3C(C2C1)=O)OC)(C)C (2-acetyl-3,3-dimethyl-7-methoxy-9-oxo-1,3,4,9-tetrahydropyrrolo[3,4-b]quinoline). As a reaction SMILES: CC(C)([O-:4])C.[K+].[C:7]([N:10]1[CH2:22][CH2:21][C:20]2[C:19]3[C:14](=[CH:15][CH:16]=[C:17]([O:23][CH3:24])[CH:18]=3)[NH:13][C:12]=2[C:11]1([CH3:26])[CH3:25])(=[O:9])[CH3:8].C(OCC)(=O)C.CO>CN(C=O)C>[C:7]([N:10]1[CH2:22][C:21]2[C:20](=[O:4])[C:19]3[CH:18]=[C:17]([O:23][CH3:24])[CH:16]=[CH:15][C:14]=3[NH:13][C:12]=2[C:11]1([CH3:26])[CH3:25])(=[O:9])[CH3:8] |f:0.1,3.4|. Procedure details: Potassium tert-butoxide (269 mg; 2.39 mmol) is added to a solution of 2-acetyl-1,1-dimethyl-6-methoxy-1,2,3,4-tetrahydro-β-carboline (164 mg; 0.60 mmol) in DMF (15 ml). The mixture is stirred under an oxygen atmosphere overnight. A 1/1 ethyl acetate/methanol mixture (10 ml) is then added. After evaporating the solvent and washing the solid, 2-acetyl-3,3-dimethyl-7-methoxy-9-oxo-1,3,4,9-tetrahydropyrrolo[3,4-b]quinoline is obtained (38 mg; 22%) Reactants: O=C1CCCO1, CO, NCCO. Yields the product O=C(CCCO)NCCO. As a reaction SMILES: [C:5]1(=[O:10])[CH2:6][CH2:7][CH2:8][O:9]1.[CH3:11][OH:12].[NH2:1][CH2:2][CH2:3][OH:4]>>[NH:1]([CH2:2][CH2:3][OH:4])[C:8]([CH2:7][CH2:6][CH2:5][OH:10])=[O:9]. Starting materials: BrBr (bromine), C=C1CC(=O)O1 (Diketene), C(=O)([O-])[O-].[Na+].[Na+] (Na2CO3), Cl.COC(CN)=O (glycine methyl ester hydrochloride). The solvent is C(Cl)Cl (methylene chloride), C(Cl)Cl (methylene chloride). Run at temperature -50 celsius, time 2 hour. Yields the product BrCC(CC(=O)NCC(=O)OC)=O (Methyl 2-(4-bromo-3-oxobutanamido)acetate). Reaction SMILES: [CH2:1]=[C:2]1[O:6][C:4](=[O:5])[CH2:3]1.[Br:7]Br.C([O-])([O-])=O.[Na+].[Na+].Cl.[CH3:16][O:17][C:18](=[O:21])[CH2:19][NH2:20]>C(Cl)Cl>[Br:7][CH2:6][C:2](=[O:1])[CH2:3][C:4]([NH:20][CH2:19][C:18]([O:17][CH3:16])=[O:21])=[O:5] |f:2.3.4,5.6|. Procedure: 4.8 ml Diketene are dissolved in 30 ml methylene chloride. The solution is cooled to -50° C. and a solution of 3.24 ml bromine dissolved in 20 ml methylene chloride is added dropwise over 30 min. The mixture is left stirring for 2 h at ambient temperature. At -40° is added, all at once, an intimate mixture of 20 g finely ground Na2CO3 and 7.9 g glycine methyl ester hydrochloride. Stirring is continued for 90 min, allowing the mixture to return to ambient temperature. The salt is filtered quickly... The reactants are O=C([O-])O, ClCCl, COC(=O)Cl, C#CC(C)(C)N, [Na+]. The product is C#CC(C)(C)NC(=O)OC. Reaction SMILES: [C:15](=[O:16])([OH:17])[O-:18].[Cl:12][CH2:13][Cl:14].[Cl:7][C:8](=[O:9])[O:10][CH3:11].[NH2:1][C:2]([C:3]#[CH:4])([CH3:5])[CH3:6].[Na+:19]>>[NH:1]([C:2]([C:3]#[CH:4])([CH3:5])[CH3:6])[C:8](=[O:9])[O:10][CH3:11]. The reactants are NC1=C(C(=O)C2=CC=C(C=C2)Cl)C=CC=C1 (2-amino-4'-chlorobenzophenone), NC=1C(=NC=CC1)Cl (3-amino-2-chloropyridine), C(Cl)Cl (methylene chloride). Reaction conditions: temperature 180 celsius. The product is NC=1C(=NC=CC1)NC1=C(C=CC(=C1)Cl)C(=O)C1=CC=CC=C1 ([2-[(3-Amino-2-pyridinyl)amino]-4-chlorophenyl]phenylmethanone). Reaction SMILES: [NH2:1][C:2]1[CH:16]=C[CH:14]=[CH:13][C:3]=1[C:4]([C:6]1[CH:11]=[CH:10][C:9](Cl)=[CH:8][CH:7]=1)=[O:5].[NH2:17][C:18]1[C:19](Cl)=[N:20][CH:21]=[CH:22][CH:23]=1.[CH2:25]([Cl:27])Cl>>[NH2:17][C:18]1[C:19]([NH:1][C:2]2[CH:16]=[C:25]([Cl:27])[CH:14]=[CH:13][C:3]=2[C:4]([C:6]2[CH:7]=[CH:8][CH:9]=[CH:10][CH:11]=2)=[O:5])=[N:20][CH:21]=[CH:22][CH:23]=1. Reported procedure: A stirred mixture of 23.2 g (0.1 mole) of 2-amino-4'-chlorobenzophenone and 14.2 g (0.11 mole) of 3-amino-2-chloropyridine was heated at 180° C. under nitrogen atmosphere for 2.5 hr. The mixture solidifed upon cooling to room temperature and was broken up with a spatula. The solid was suspended in 100 ml of methylene chloride and collected by filtration. The filter cake was dissolved in a mixture of water-methanol, basified with 3 N sodium hydroxide and extracted twice with methylene chloride. T... Run in C(C)(=O)O (acetic acid). Product: C(C)OP(=O)(C(CC(CCCCC)=O)CCC1=CC=CC=C1)CC(=O)O ([Ethoxy[3-oxo-1-(2-phenylethyl)octyl]phosphinyl]acetic acid). As a reaction SMILES: [CH2:1]([O:3][P:4]([CH2:23][C:24]([O:26]C)=[O:25])([CH:6]([CH2:15][CH2:16][C:17]1[CH:22]=[CH:21][CH:20]=[CH:19][CH:18]=1)[CH2:7][C:8](=[O:14])[CH2:9][CH2:10][CH2:11][CH2:12][CH3:13])=[O:5])[CH3:2].Cl>C(O)(=O)C>[CH2:1]([O:3][P:4]([CH2:23][C:24]([OH:26])=[O:25])([CH:6]([CH2:15][CH2:16][C:17]1[CH:22]=[CH:21][CH:20]=[CH:19][CH:18]=1)[CH2:7][C:8](=[O:14])[CH2:9][CH2:10][CH2:11][CH2:12][CH3:13])=[O:5])[CH3:2]. Starting materials: C(C)OP(=O)(C(CC(CCCCC)=O)CCC1=CC=CC=C1)CC(=O)OC ([Ethoxy[3-oxo-1-(2-phenylethyl)octyl]phosphinyl]acetic acid, methyl ester), Cl (hydrochloric acid), ice water. Conditions: time 46 hour. Procedure details: A solution of the product from part (b) (1.5 g., 3.79 mmole) in glacial acetic acid (5 ml.) is treated with concentrated hydrochloric acid (2.5 ml.) and stirred at room temperature for 46 hours. The mixture is poured onto an ice-water mixture and extracted with ethyl acetate. The ethyl acetate extract is washed with water, saturated sodium chloride solution, dried over Na2SO4 and evaporated. The residue is purified by flash chromatography on silica gel (75 g.) eluting with acetic acid/methanol/d... Starting materials: COc1ccc(CN2C(=O)N(Cc3ccccc3)C3(Cc4ccc([N+](=O)[O-])cc4C3)C2=O)cc1, CC#N, [Ce+4], O=[N+]([O-])[O-], O=[N+]([O-])[O-], O=[N+]([O-])[O-], O=[N+]([O-])[O-], O=[N+]([O-])[O-], [NH4+], O. Product: O=C1NC(=O)C2(Cc3ccc([N+](=O)[O-])cc3C2)N1Cc1ccccc1. RXN SMILES: [CH2:1]([c:2]1[cH:3][cH:4][cH:5][cH:6][cH:7]1)[N:8]1[C:9](=[O:34])[N:10]([CH2:25][c:26]2[cH:27][cH:28][c:29]([O:30][CH3:31])[cH:32][cH:33]2)[C:11](=[O:24])[C:12]12[CH2:13][c:14]1[cH:15][cH:16][c:17]([N+:21](=[O:22])[O-:23])[cH:18][c:19]1[CH2:20]2.[CH3:57][C:58]#[N:59].[Ce+4:39].[N+:35]([O-:36])([O-:37])=[O:38].[N+:41]([O-:42])([O-:43])=[O:44].[N+:45]([O-:46])([O-:47])=[O:48].[N+:49]([O-:50])([O-:51])=[O:52].[N+:53]([O-:54])([O-:55])=[O:56].[NH4+:40].[OH2:60]>>[CH2:1]([c:2]1[cH:3][cH:4][cH:5][cH:6][cH:7]1)[N:8]1[C:9](=[O:34])[NH:10][C:11](=[O:24])[C:12]12[CH2:13][c:14]1[cH:15][cH:16][c:17]([N+:21](=[O:22])[O-:23])[cH:18][c:19]1[CH2:20]2. Reactants: O=C1CCC(=O)N1Br, CCOC(=O)C(CCc1cc[nH]c1C(=O)c1ccccc1)C(=O)OCC, [H-], [Na+], C1CCOC1, O. The product is CCOC(=O)C(Br)(CCc1cc[nH]c1C(=O)c1ccccc1)C(=O)OCC. RXN SMILES: [Br:34][N:35]1[C:36](=[O:37])[CH2:38][CH2:39][C:40]1=[O:41].[C:1]([c:2]1[cH:3][cH:4][cH:5][cH:6][cH:7]1)(=[O:8])[c:9]1[nH:10][cH:11][cH:12][c:13]1[CH2:14][CH2:15][CH:16]([C:17](=[O:18])[O:19][CH2:20][CH3:21])[C:22](=[O:23])[O:24][CH2:25][CH3:26].[H-:32].[Na+:33].[O:27]1[CH2:28][CH2:29][CH2:30][CH2:31]1.[OH2:42]>>[C:1]([c:2]1[cH:3][cH:4][cH:5][cH:6][cH:7]1)(=[O:8])[c:9]1[nH:10][cH:11][cH:12][c:13]1[CH2:14][CH2:15][C:16]([C:17](=[O:18])[O:19][CH2:20][CH3:21])([C:22](=[O:23])[O:24][CH2:25][CH3:26])[Br:34].